From a dataset of the Open Reaction Database (ORD), a public repository of structured organic reaction records. describe an organic reaction: reactants, conditions, products, and yield The reagents and catalysts are CC(C)OC1=C(C(=CC=C1)OC(C)C)C2=CC=CC=C2P(C3CCCCC3)C4CCCCC4.CC(C)(C)OC.C1=CC=C([C-]=C1)CCN.Cl[Pd+] (RuPhos palladacycle), CC(C)OC1=C(C(=CC=C1)OC(C)C)C2=CC=CC=C2P(C3CCCCC3)C4CCCCC4.CC(C)(C)OC.C1=CC=C([C-]=C1)CCN.Cl[Pd+] (RuPhos palladacycle). The product is FC1=NC=CC=C1C=1C=C2C(=CC1)OC1=NC=C(C=C1[C@]21COCC(=N1)N)N1C[C@@H](CC1)F ((S)-7-(2-fluoropyridin-3-yl)-3-((R)-3-fluoropyrrolidin-1-yl)-2′,6′-dihydrospiro[chromeno[2,3-b]pyridine-5,3′-[1,4]oxazin]-5′-amine). Run in C1CCOC1 (THF). As a reaction SMILES: Cl.[F:2][C@@H:3]1[CH2:7][CH2:6][NH:5][CH2:4]1.Br[C:9]1[CH:10]=[C:11]2[C@@:22]3([N:27]=[C:26]([NH2:28])[CH2:25][O:24][CH2:23]3)[C:21]3[C:16](=[CH:17][CH:18]=[C:19]([C:29]4[C:30]([F:35])=[N:31][CH:32]=[CH:33][CH:34]=4)[CH:20]=3)[O:15][C:12]2=[N:13][CH:14]=1.[Li+].C[Si]([N-][Si](C)(C)C)(C)C>CC(OC1C=CC=C(OC(C)C)C=1C1C(P(C2CCCCC2)C2CCCCC2)=CC=CC=1)C.CC(OC)(C)C.C1C=[C-]C(CCN)=CC=1.Cl[Pd+].C1COCC1>[F:35][C:30]1[C:29]([C:19]2[CH:20]=[C:21]3[C@:22]4([N:27]=[C:26]([NH2:28])[CH2:25][O:24][CH2:23]4)[C:11]4[C:12](=[N:13][CH:14]=[C:9]([N:5]5[CH2:6][CH2:7][C@@H:3]([F:2])[CH2:4]5)[CH:10]=4)[O:15][C:16]3=[CH:17][CH:18]=2)=[CH:34][CH:33]=[CH:32][N:31]=1 |f:0.1,3.4,5.6.7.8|. Procedure details: A vial was charged with (R)-3-fluoropyrrolidine HCl (0.021 g, 0.170 mmol), (S)-3-bromo-7-(2-fluoropyridin-3-yl)-2′,6′-dihydrospiro[chromeno[2,3-b]pyridine-5,3′-[1,4]oxazin]-5′-amine (0.050 g, 0.113 mmol) and RuPhos palladacycle (9.05 mg, 0.011 mmol). THF (1 mL) and LiHMDS (1N in THF; 0.567 mL, 0.567 mmol) were added, and the reaction mixture was allowed to stir at RT overnight. Additional RuPhos palladacycle (9.05 mg, 0.011 mmol) and LiHMDS solution (0.567 mL, 0.567 mmol) were added, and the rea... Reaction conditions: time 8 hour. Isolated yield 35.4%. Reactants: [Li+].C[Si](C)(C)[N-][Si](C)(C)C (LiHMDS), [Li+].C[Si](C)(C)[N-][Si](C)(C)C (LiHMDS), Cl.F[C@H]1CNCC1 ((R)-3-fluoropyrrolidine HCl), BrC=1C=C2C(=NC1)OC1=CC=C(C=C1[C@@]21COCC(=N1)N)C=1C(=NC=CC1)F ((S)-3-bromo-7-(2-fluoropyridin-3-yl)-2′,6′-dihydrospiro[chromeno[2,3-b]pyridine-5,3′-[1,4]oxazin]-5′-amine). Reactants: C(C)(=O)N1C(C(C2=CC=C(C=C12)C(=O)OC)=C(C1=CC=CC=C1)OCC)=O (1-acetyl-3-(1-ethoxy-1-phenylmethylene)-6-methoxycarbonyl-2-indolinone), C(C)N(CC)CC1=CC=C(N)C=C1 (4-(diethylamino-methyl)-aniline). The product is C(C)N(CC)CC1=CC=C(N\C(\C2=CC=CC=C2)=C\2/C(NC3=CC(=CC=C23)C(=O)OC)=O)C=C1 (3-Z-[1-(4-diethylaminomethyl-anilino)-1-phenyl-methylene]-6-methoxycarbonyl-2-indolinone). Reaction SMILES: C([N:4]1[C:12]2[C:7](=[CH:8][CH:9]=[C:10]([C:13]([O:15][CH3:16])=[O:14])[CH:11]=2)[C:6](=[C:17](OCC)[C:18]2[CH:23]=[CH:22][CH:21]=[CH:20][CH:19]=2)[C:5]1=[O:27])(=O)C.[CH2:28]([N:30]([CH2:33][C:34]1[CH:40]=[CH:39][C:37]([NH2:38])=[CH:36][CH:35]=1)[CH2:31][CH3:32])[CH3:29]>>[CH2:28]([N:30]([CH2:33][C:34]1[CH:35]=[CH:36][C:37]([NH:38]/[C:17](=[C:6]2\[C:5](=[O:27])[NH:4][C:12]3[C:7]\2=[CH:8][CH:9]=[C:10]([C:13]([O:15][CH3:16])=[O:14])[CH:11]=3)/[C:18]2[CH:23]=[CH:22][CH:21]=[CH:20][CH:19]=2)=[CH:39][CH:40]=1)[CH2:31][CH3:32])[CH3:29]. Reported procedure: Prepared from 1-acetyl-3-(1-ethoxy-1-phenylmethylene)-6-methoxycarbonyl-2-indolinone and 4-(diethylamino-methyl)-aniline Rf value: 0.4 (silica gel, methylene chloride/methanol=10:1) C28H29N3O3